From a dataset of the Open Reaction Database (ORD), a public repository of structured organic reaction records. describe an organic reaction: reactants, conditions, products, and yield Starting materials: O1N=C(C=C1)NC=1C(=C2C(=NC1)CCOC2)[N+](=O)[O-] (3-(3-Isoxazolyl)amino-4-nitro-7,8-dihydro-5H-pyrano-[4,3-b]pyridine), ClC(C(=O)NC=1C=[N+](C=2CCCCC2C1)[O-])(Cl)Cl (3-Trichloroacetylamino-5,6,7,8-tetrahydroquinoline-1-oxide), resultant mixture. The reagents and catalysts are [C].[Pd] (palladium carbon). The solvent is CO (methanol). The product is NC1=C2C(=NC=C1NC1=NOC=C1)CCOC2 (4-amino-3-(3-isoxazolyl)amino-7,8-dihydro-5H-pyrano[4,3-b]pyridine). Isolated yield 72.7%. RXN SMILES: [O:1]1[CH:5]=[CH:4][C:3]([NH:6][C:7]2[C:8]([N+:17]([O-])=O)=[C:9]3[CH2:16][O:15][CH2:14][CH2:13][C:10]3=[N:11][CH:12]=2)=[N:2]1.ClC(Cl)(Cl)C(NC1C=[N+]([O-])C2CCCCC=2C=1)=O>CO.[C].[Pd]>[NH2:17][C:8]1[C:7]([NH:6][C:3]2[CH:4]=[CH:5][O:1][N:2]=2)=[CH:12][N:11]=[C:10]2[CH2:13][CH2:14][O:15][CH2:16][C:9]=12 |f:3.4|. Reported procedure: To a solution of 435 mg of Compound 7 obtained in (3) above in 95% aqueous methanol is added 10% palladium carbon (40 mg) as catalyst, and the resultant mixture is hydrogenated at ordinary temperature under atmospheric pressure. The reaction mixture is filtered, and the hardly soluble solid is washed out with dimethylformamide. The filtrate is concentrated in vacuo, and the residue is recrystallized from methanol-methylene chloride to give 280 mg of the titled compound (II2b) as light brown crys... The reactants are ClCCC1(OCCC2=C1C=C(C(=C2)OC)OC)CC (1-(2-chloroethyl)-1-ethyl-3,4-dihydro-6,7-dimethoxy-1H-2-benzopyran), FC1=CC=C(C=C1)C(CCN1CCNCC1)C1=CC=C(C=C1)F (1-[3,3-bis(4-fluorophenyl)propyl]piperazine), C([O-])([O-])=O.[K+].[K+] (potassium carbonate), [I-].[K+] (potassium iodide), CN(C=O)C (dimethylformamide). The solvent is O (Water). Product: C(\C=C\C(=O)O)(=O)O.C(C)C1(OCCC2=C1C=C(C(=C2)OC)OC)CCN2CCN(CC2)CCC(C2=CC=C(C=C2)F)C2=CC=C(C=C2)F (1-[2-(1-ethyl-3,4-dihydro-6,7-dimethoxy-1H-2-benzopyran-1-yl)ethyl]-4-[3,3-bis (4-fluorophenyl)propyl]piperazine (E)-2-butenedioate). The yield is 61.2%. As a reaction SMILES: Cl[CH2:2][CH2:3][C:4]1([CH2:18][CH3:19])[C:9]2[CH:10]=[C:11]([O:16][CH3:17])[C:12]([O:14][CH3:15])=[CH:13][C:8]=2[CH2:7][CH2:6][O:5]1.[F:20][C:21]1[CH:26]=[CH:25][C:24]([CH:27]([C:36]2[CH:41]=[CH:40][C:39]([F:42])=[CH:38][CH:37]=2)[CH2:28][CH2:29][N:30]2[CH2:35][CH2:34][NH:33][CH2:32][CH2:31]2)=[CH:23][CH:22]=1.[C:43](=[O:46])([O-:45])[O-].[K+].[K+].[I-].[K+].CN(C)C=[O:54]>O>[C:12]([OH:14])(=[O:54])/[CH:13]=[CH:8]/[C:43]([OH:45])=[O:46].[CH2:18]([C:4]1([CH2:3][CH2:2][N:33]2[CH2:32][CH2:31][N:30]([CH2:29][CH2:28][CH:27]([C:36]3[CH:37]=[CH:38][C:39]([F:42])=[CH:40][CH:41]=3)[C:24]3[CH:23]=[CH:22][C:21]([F:20])=[CH:26][CH:25]=3)[CH2:35][CH2:34]2)[C:9]2[CH:10]=[C:11]([O:16][CH3:17])[C:12]([O:14][CH3:15])=[CH:13][C:8]=2[CH2:7][CH2:6][O:5]1)[CH3:19] |f:2.3.4,5.6,9.10|. Procedure: A mixture of 8.6 of 1-(2-chloroethyl)-1-ethyl-3,4-dihydro-6,7-dimethoxy-1H-2-benzopyran, 8 g of 1-[3,3-bis(4-fluorophenyl)propyl]piperazine, 5.2 g of potassium carbonate and 0.4 g of potassium iodide in 100 ml of dimethylformamide was refluxed for 4 h. Water was added and the base was extracted twice with ethyl acetate. After washing, drying and evaporation the difumarate was prepared in absolute ethanol to yield 13.2 g (61.2%) of 1-[2-(1-ethyl-3,4-dihydro-6,7-dimethoxy-1H-2-benzopyran-1-yl)ethy...